From a dataset of the Open Reaction Database (ORD), a public repository of structured organic reaction records. describe an organic reaction: reactants, conditions, products, and yield Reactants: ClC=1C=CC2=C(C(=CCCS2)O)C1 (7-chloro-5-hydroxy-2,3-dihydro-1-benzothiepin), I(=O)(=O)(=O)[O-].[Na+] (sodium metaperiodate). The solvent is CO (methanol), O1CCOCC1 (dioxane), O (water). Conditions: time 2 hour. The product is ClC=1C=CC2=C(C(=CCCS2=O)O)C1 (7-chloro-5-hydroxy-2,3-dihydro-1-benzothiepin-1-oxide). As a reaction SMILES: [Cl:1][C:2]1[CH:3]=[CH:4][C:5]2[S:11][CH2:10][CH2:9][CH:8]=[C:7]([OH:12])[C:6]=2[CH:13]=1.I([O-])(=O)(=O)=[O:15].[Na+]>CO.O1CCOCC1.O>[Cl:1][C:2]1[CH:3]=[CH:4][C:5]2[S:11](=[O:15])[CH2:10][CH2:9][CH:8]=[C:7]([OH:12])[C:6]=2[CH:13]=1 |f:1.2|. Procedure: The starting material is prepared as follows: The solution of 6.4 g of 7-chloro-5-hydroxy-2,3-dihydro-1-benzothiepin in 65 ml of dry methanol and 65 ml of dry dioxane is treated dropwise at 0° in 1 hour with the solution of 7.0 g of sodium metaperiodate in 65 ml water. The mixture is stirred at 0° for two hours after the addition period and then allowed to warm to room temperature for overnight. It is filtered and the solid rinsed with 30 ml of methanol. The combined filtrate and wash is concent... The reactants are CC(=O)NC(C)(C)[C@@H]1CC2(CCN(CC2)C(=O)OC(C)(C)C)c3cc(Cl)c(C)cc13, CC1(C)OB(OC1(C)C)c2cccc(c2)C3(CC3)NC(=O)OCc4ccccc4. The reagents and catalysts are CCN=P(N=P(N(C)C)(N(C)C)N(C)C)(N(C)C)N(C)C (P2-Et), CC(C)c1cc(C(C)C)c(-c2ccccc2[PH](C(C)(C)C)(C(C)(C)C)[Pd]2(OS(C)(=O)=O)Nc3ccccc3-c3ccccc32)c(C(C)C)c1 (tBuXphos G3). The solvent is CS(C)=O (DMSO), O (water), CS(C)=O (DMSO), CS(C)=O (DMSO), CS(C)=O (DMSO). Conditions: time 22 hour. Yields the product CC(=O)NC(C)(C)[C@@H]1CC2(CCN(CC2)C(=O)OC(C)(C)C)c3cc(c(C)cc13)c4cccc(c4)C5(CC5)NC(=O)OCc6ccccc6, CC(=O)NC(C)(C)[C@@H]1CC2(CCN(CC2)C(=O)OC(C)(C)C)c3cc(Cl)c(C)cc13, c1ccc(-c2ccccc2)cc1. Reactants: Br.OC1=C(C2=C(CCN(CC2)C)C=C1O)C(F)(F)F (7,8-dihydroxy-3-methyl-6-trifluoromethyl-2,3,4,5-tetrahydro-1H-3-benzazepine hydrobromide), ClC=1C(C(=C(C(C1Cl)=O)C#N)C#N)=O (2,3-dichloro-5,6-dicyano-1,4-benzoquinone), C1(=CC=CC=C1)S (thiophenol). The product is Br.OC1=C(C2=C(CCN(CC2)C)C(=C1O)C(F)(F)F)SC1=CC=CC=C1 (7,8-dihydroxy-3-methyl-6-phenylthio-9-trifluoromethyl-2,3,4,5-tetrahydro-1H-3-benzazepine hydrobromide). Reaction SMILES: [BrH:1].[OH:2][C:3]1[C:14]([OH:15])=[CH:13][C:6]2[CH2:7][CH2:8][N:9]([CH3:12])[CH2:10][CH2:11][C:5]=2[C:4]=1[C:16]([F:19])([F:18])[F:17].ClC1C(=O)C(C#N)=C(C#N)C(=O)C=1Cl.[C:34]1([SH:40])[CH:39]=[CH:38][CH:37]=[CH:36][CH:35]=1>>[BrH:1].[OH:15][C:14]1[C:3]([OH:2])=[C:4]([C:16]([F:19])([F:17])[F:18])[C:5]2[CH2:11][CH2:10][N:9]([CH3:12])[CH2:8][CH2:7][C:6]=2[C:13]=1[S:40][C:34]1[CH:39]=[CH:38][CH:37]=[CH:36][CH:35]=1 |f:0.1,4.5|. Reported procedure: Following the procedures outlined in Example 2 the 7,8-dihydroxy-3-methyl-6-trifluoromethyl-2,3,4,5-tetrahydro-1H-3-benzazepine hydrobromide is treated with 2,3-dichloro-5,6-dicyano-1,4-benzoquinone to give the 7,8-dione which is then reacted with, for example, thiophenol to yield 7,8-dihydroxy-3-methyl-6-phenylthio-9-trifluoromethyl-2,3,4,5-tetrahydro-1H-3-benzazepine hydrobromide. Starting materials: [OH-].[Na+] (NaOH), BrC=1C=C(C=2C=CN(C2C1)C(C)CC)C(=O)OC (methyl 6-bromo-1-sec-butyl-1H-indole-4-carboxylate), NCC=1C(NC(=CC1CCC)C)=O (3-(aminomethyl)-6-methyl-4-propyl-2(1H)-pyridinone), O=P(Cl)(Cl)Cl (POCl3). Solvent: O (water), CN(C)C=O (DMF), CN(C)C=O (DMF). Run at time 30 minute. Product: BrC=1C=C(C=2C(=CN(C2C1)C(C)CC)C=O)C(=O)OC (methyl 6-bromo-1-sec-butyl-3-formyl-1H-indole-4-carboxylate), 6. Isolated yield 99.0%. Reaction SMILES: O=P(Cl)(Cl)Cl.[Br:6][C:7]1[CH:8]=[C:9]([C:20]([O:22][CH3:23])=[O:21])[C:10]2[CH:11]=[CH:12][N:13]([CH:16]([CH2:18][CH3:19])[CH3:17])[C:14]=2[CH:15]=1.NCC1[C:27](=[O:36])NC(C)=CC=1CCC.[OH-].[Na+]>CN(C=O)C.O>[Br:6][C:7]1[CH:8]=[C:9]([C:20]([O:22][CH3:23])=[O:21])[C:10]2[C:11]([CH:27]=[O:36])=[CH:12][N:13]([CH:16]([CH2:18][CH3:19])[CH3:17])[C:14]=2[CH:15]=1 |f:3.4|. Procedure details: POCl3 (8.3 g, 54.3 mmol) was added at 0° C. to anhydrous DMF (230 mL) in a round bottom flask and stirred for 30 min. Then a solution of methyl 6-bromo-1-sec-butyl-1H-indole-4-carboxylate, 5 (14 g, 45.3 mmol) in DMF (60 mL) was added to the reaction mixture at 0° C. and stirred at room temperature for 2.5 h. The reaction mixture was diluted with cold water, adjusted pH˜8 using with 2N NaOH solution and extracted with ethyl acetate (4×200 mL). The combined organic layer was washed with cold water...